Dataset: the Open Reaction Database (ORD), a public repository of structured organic reaction records. Task: describe an organic reaction: reactants, conditions, products, and yield Reactants: [BH4-], COC(=O)c1ccc(OCc2c(-c3ccccc3)noc2C=O)nc1, CO, [Na+]. Product: COC(=O)c1ccc(OCc2c(-c3ccccc3)noc2CO)nc1. Reaction SMILES: [BH4-:26].[CH3:1][O:2][C:3]([c:4]1[cH:5][n:6][c:7]([O:10][CH2:11][c:12]2[c:13](-[c:19]3[cH:20][cH:21][cH:22][cH:23][cH:24]3)[n:14][o:15][c:16]2[CH:17]=[O:18])[cH:8][cH:9]1)=[O:25].[CH3:28][OH:29].[Na+:27]>>[CH3:1][O:2][C:3]([c:4]1[cH:5][n:6][c:7]([O:10][CH2:11][c:12]2[c:13](-[c:19]3[cH:20][cH:21][cH:22][cH:23][cH:24]3)[n:14][o:15][c:16]2[CH2:17][OH:18])[cH:8][cH:9]1)=[O:25]. RXN SMILES: [CH3:31][NH:32][CH3:33].[Cl:1][c:2]1[cH:3][c:4]([C:5](=[O:6])[NH:7][c:8]2[cH:9][c:10](-[c:15]3[cH:16][cH:17][c:18]([C:21](=[O:22])[NH:23][CH2:24][CH:25]4[CH2:26][CH2:27]4)[cH:19][cH:20]3)[c:11]([CH3:14])[cH:12][cH:13]2)[cH:28][cH:29][n:30]1.[O:34]=[CH:35][N:36]([CH3:37])[CH3:38]>>[c:2]1([N:32]([CH3:31])[CH3:33])[cH:3][c:4]([C:5](=[O:6])[NH:7][c:8]2[cH:9][c:10](-[c:15]3[cH:16][cH:17][c:18]([C:21](=[O:22])[NH:23][CH2:24][CH:25]4[CH2:26][CH2:27]4)[cH:19][cH:20]3)[c:11]([CH3:14])[cH:12][cH:13]2)[cH:28][cH:29][n:30]1. Reactants: CNC, Cc1ccc(NC(=O)c2ccnc(Cl)c2)cc1-c1ccc(C(=O)NCC2CC2)cc1, CN(C)C=O. The product is Cc1ccc(NC(=O)c2ccnc(N(C)C)c2)cc1-c1ccc(C(=O)NCC2CC2)cc1. The yield is 43.9%. Run in CN(C)C=O (DMF), O (water). Reaction SMILES: [Cl:1][C:2]1[CH:3]=[N+:4]([O-:27])[CH:5]=[C:6]([Cl:26])[C:7]=1[CH2:8][C@@H:9]([C:11]1[CH:16]=[CH:15][C:14]([O:17][CH:18]([F:20])[F:19])=[C:13]([O:21][CH2:22][CH:23]2[CH2:25][CH2:24]2)[CH:12]=1)[OH:10].[CH3:28][O:29][C:30]1[CH:31]=[C:32]([NH:38][C:39](=[O:44])[CH2:40][C:41](O)=[O:42])[CH:33]=[CH:34][C:35]=1[O:36][CH3:37].C(Cl)CCl>CN(C1C=CN=CC=1)C.CN(C=O)C.O>[Cl:1][C:2]1[CH:3]=[N+:4]([O-:27])[CH:5]=[C:6]([Cl:26])[C:7]=1[CH2:8][C@@H:9]([C:11]1[CH:16]=[CH:15][C:14]([O:17][CH:18]([F:20])[F:19])=[C:13]([O:21][CH2:22][CH:23]2[CH2:25][CH2:24]2)[CH:12]=1)[O:10][C:41](=[O:42])[CH2:40][C:39]([NH:38][C:32]1[CH:33]=[CH:34][C:35]([O:36][CH3:37])=[C:30]([O:29][CH3:28])[CH:31]=1)=[O:44]. Conditions: time 8 hour. Procedure details: (S)-3,5-dichloro-4-(2-(3-(cyclopropylmethoxy)-4-(difluoromethoxy)phenyl)-2-hydroxyethyl)pyridine 1-oxide (30 mg, 0.071 mmol), 3-(3,4-dimethoxyphenylamino)-3-oxopropanoic acid (34.2 mg, 0.143 mmol), DMAP (17.44 mg, 0.143 mmol), and EDC (41.1 mg, 0.214 mmol) were dissolved in DMF (1.5 ml). The reaction was stirred at RT overnight to achieve completion. The reaction mixture was diluted with water and extracted with EtOAc. The organic phase was washed with HCl 1N, Na2CO3 sat. sol. and brine, dried o... Reactants: ClC=1C=[N+](C=C(C1C[C@H](O)C1=CC(=C(C=C1)OC(F)F)OCC1CC1)Cl)[O-] ((S)-3,5-dichloro-4-(2-(3-(cyclopropylmethoxy)-4-(difluoromethoxy)phenyl)-2-hydroxyethyl)pyridine 1-oxide), COC=1C=C(C=CC1OC)NC(CC(=O)O)=O (3-(3,4-dimethoxyphenylamino)-3-oxopropanoic acid), C(CCl)Cl (EDC). The reagents and catalysts are CN(C)C=1C=CN=CC1 (DMAP). The product is ClC=1C=[N+](C=C(C1C[C@H](OC(CC(=O)NC1=CC(=C(C=C1)OC)OC)=O)C1=CC(=C(C=C1)OC(F)F)OCC1CC1)Cl)[O-] ((S)-3,5-dichloro-4-(2-(3-(cyclopropylmethoxy)-4-(difluoromethoxy)phenyl)-2-(3-(3,4-dimethoxyphenylamino)-3-oxopropanoyloxy)-ethyl)pyridine 1-oxide). The reactants are C(C)(C)(C)OC(=O)NCC=1C=CC(=C(C1)CC(=O)OC)[N+](=O)[O-] (methyl 5-tert-butoxycarbonylaminomethyl-2-nitrophenylacetate), [H][H] (hydrogen). The reagents and catalysts are [Pd] (Pd/C). Run in CO (methanol). The product is C(C)(C)(C)OC(=O)NCC1=CC(=C(N)C=C1)CC(=O)OC (4-tert-Butoxycarbonylaminomethyl-2-methoxycarbonylmethylaniline). The yield is 93.8%. Reaction SMILES: [C:1]([O:5][C:6]([NH:8][CH2:9][C:10]1[CH:11]=[CH:12][C:13]([N+:21]([O-])=O)=[C:14]([CH2:16][C:17]([O:19][CH3:20])=[O:18])[CH:15]=1)=[O:7])([CH3:4])([CH3:3])[CH3:2].[H][H]>CO.[Pd]>[C:1]([O:5][C:6]([NH:8][CH2:9][C:10]1[CH:11]=[CH:12][C:13]([NH2:21])=[C:14]([CH2:16][C:17]([O:19][CH3:20])=[O:18])[CH:15]=1)=[O:7])([CH3:4])([CH3:3])[CH3:2]. Reported procedure: A solution of methyl 5-tert-butoxycarbonylaminomethyl-2-nitrophenylacetate (6.8 g, 21 mmol) in methanol (250 mL) in the presence of 10% Pd/C was hydrogenated under atmospheric pressure of hydrogen at room temperature. The catalyst was removed by filtration through celite and the filtrate was concentrated to give 5.8 g of the title compound. Starting materials: N1[C@@H](C(=O)NC2=CC=CC=C2)CCC1 (D-Proline anilide), solution, [H-].[Al+3].[Li+].[H-].[H-].[H-] (lithium aluminum hydride). The solvent is C1CCOC1 (THF), C1CCOC1 (THF). Conditions: temperature 0 celsius, time 11 hour. Yields the product N(C1=CC=CC=C1)C[C@@H]1NCCC1 ((R)-2-(anilinomethyl)pyrrolidine). Reaction SMILES: [NH:1]1[CH2:14][CH2:13][CH2:12][C@@H:2]1[C:3]([NH:5][C:6]1[CH:11]=[CH:10][CH:9]=[CH:8][CH:7]=1)=O.[H-].[Al+3].[Li+].[H-].[H-].[H-]>C1COCC1>[NH:5]([CH2:3][C@H:2]1[CH2:12][CH2:13][CH2:14][NH:1]1)[C:6]1[CH:11]=[CH:10][CH:9]=[CH:8][CH:7]=1 |f:1.2.3.4.5.6|. Procedure: To a solution of D-Proline anilide (1.15 g, 6.0 mmol) in 20 mL of THF at 0° C. was added a 1 M solution of lithium aluminum hydride (14 mL, 14 mmol) in THF. The resulting solution was stirred at 0° C. for 11 hours. The reaction was carefully quenched with a saturated solution of Na2SO4 and extracted with EtOAc. The organic layer was dried over sodium sulfate, filtered and concentrated under reduced pressure to give the title compound as an oil. The oil was purified by silica gel chromatography w... The reactants are CCOC(=O)N=NC(=O)OCC, C1CCOC1, O=C(NCCO)C(F)(F)C(O)(Cn1cncn1)c1ccc(F)cc1F, c1ccc(P(c2ccccc2)c2ccccc2)cc1. Product: O=C(N1CC1)C(F)(F)C(O)(Cn1cncn1)c1ccc(F)cc1F. As a reaction SMILES: [O:45]=[C:46]([O:47][CH2:48][CH3:49])[N:50]=[N:51][C:52]([O:53][CH2:54][CH3:55])=[O:56].[O:57]1[CH2:58][CH2:59][CH2:60][CH2:61]1.[OH:1][CH2:2][CH2:3][NH:4][C:5]([C:6]([C:7]([CH2:8][n:9]1[n:10][cH:11][n:12][cH:13]1)([OH:14])[c:15]1[c:16]([F:22])[cH:17][c:18]([F:21])[cH:19][cH:20]1)([F:23])[F:24])=[O:25].[c:26]1([P:27]([c:28]2[cH:29][cH:30][cH:31][cH:32][cH:33]2)[c:34]2[cH:35][cH:36][cH:37][cH:38][cH:39]2)[cH:40][cH:41][cH:42][cH:43][cH:44]1>>[CH2:2]1[CH2:3][N:4]1[C:5]([C:6]([C:7]([CH2:8][n:9]1[n:10][cH:11][n:12][cH:13]1)([OH:14])[c:15]1[c:16]([F:22])[cH:17][c:18]([F:21])[cH:19][cH:20]1)([F:23])[F:24])=[O:25].